This data is from the Open Reaction Database (ORD), a public repository of structured organic reaction records. The task is: describe an organic reaction: reactants, conditions, products, and yield Reactants: Brc1ccc(Br)cc1, O=C([O-])[O-], COCCOC, COc1ccc(B(O)O)c(C=O)c1, [K+], [K+], O, c1ccc(P(c2ccccc2)(c2ccccc2)[Pd](P(c2ccccc2)(c2ccccc2)c2ccccc2)(P(c2ccccc2)(c2ccccc2)c2ccccc2)P(c2ccccc2)(c2ccccc2)c2ccccc2)cc1. The product is COc1ccc(-c2ccc(Br)cc2)c(C=O)c1. As a reaction SMILES: [Br:1][c:2]1[cH:3][cH:4][c:5]([Br:6])[cH:7][cH:8]1.[C:9](=[O:10])([O-:11])[O-:12].[CH3:28][O:29][CH2:30][CH2:31][O:32][CH3:33].[CH:15](=[O:16])[c:17]1[c:18]([B:25]([OH:26])[OH:27])[cH:19][cH:20][c:21]([O:23][CH3:24])[cH:22]1.[K+:13].[K+:14].[OH2:34].[cH:35]1[cH:36][cH:37][c:38]([P:39]([Pd:40]([P:41]([c:42]2[cH:43][cH:44][cH:45][cH:46][cH:47]2)([c:48]2[cH:49][cH:50][cH:51][cH:52][cH:53]2)[c:54]2[cH:55][cH:56][cH:57][cH:58][cH:59]2)([P:60]([c:61]2[cH:62][cH:63][cH:64][cH:65][cH:66]2)([c:67]2[cH:68][cH:69][cH:70][cH:71][cH:72]2)[c:73]2[cH:74][cH:75][cH:76][cH:77][cH:78]2)[P:79]([c:80]2[cH:81][cH:82][cH:83][cH:84][cH:85]2)([c:86]2[cH:87][cH:88][cH:89][cH:90][cH:91]2)[c:92]2[cH:93][cH:94][cH:95][cH:96][cH:97]2)([c:98]2[cH:99][cH:100][cH:101][cH:102][cH:103]2)[c:104]2[cH:105][cH:106][cH:107][cH:108][cH:109]2)[cH:110][cH:111]1>>[c:2]1(-[c:18]2[c:17]([CH:15]=[O:16])[cH:22][c:21]([O:23][CH3:24])[cH:20][cH:19]2)[cH:3][cH:4][c:5]([Br:6])[cH:7][cH:8]1.